Dataset: the Open Reaction Database (ORD), a public repository of structured organic reaction records. Task: describe an organic reaction: reactants, conditions, products, and yield Product: FC(F)(F)C(F)(F)C(F)(F)C(F)(F)CCCCI. The reactants are CC(C)=O, CS(=O)(=O)OCCCCC(F)(F)C(F)(F)C(F)(F)C(F)(F)F, [I-], [Na+], O. As a reaction SMILES: [CH3:26][C:27](=[O:28])[CH3:29].[CH3:3][S:4]([O:5][CH2:8][CH2:9][CH2:10][CH2:11][C:12]([C:13]([C:14]([C:15]([F:16])([F:17])[F:18])([F:19])[F:20])([F:21])[F:22])([F:23])[F:24])(=[O:6])=[O:7].[I-:2].[Na+:1].[OH2:25]>>[I:2][CH2:8][CH2:9][CH2:10][CH2:11][C:12]([C:13]([C:14]([C:15]([F:16])([F:17])[F:18])([F:19])[F:20])([F:21])[F:22])([F:23])[F:24].